This data is from the Open Reaction Database (ORD), a public repository of structured organic reaction records. The task is: describe an organic reaction: reactants, conditions, products, and yield Starting materials: C1CCOC1, COC(=O)Cc1cc(C(=O)c2ccc3cc(-c4ccccc4)[nH]c3c2)sc1-c1ccccc1, CO, [Na+], [OH-]. The product is O=C(O)Cc1cc(C(=O)c2ccc3cc(-c4ccccc4)[nH]c3c2)sc1-c1ccccc1. RXN SMILES: [CH2:38]1[O:39][CH2:40][CH2:41][CH2:42]1.[CH3:1][O:2][C:3]([CH2:4][c:5]1[c:6](-[c:27]2[cH:28][cH:29][cH:30][cH:31][cH:32]2)[s:7][c:8]([C:10](=[O:11])[c:12]2[cH:13][cH:14][c:15]3[cH:16][c:17](-[c:21]4[cH:22][cH:23][cH:24][cH:25][cH:26]4)[nH:18][c:19]3[cH:20]2)[cH:9]1)=[O:33].[CH3:36][OH:37].[Na+:35].[OH-:34]>>[O:2]=[C:3]([CH2:4][c:5]1[c:6](-[c:27]2[cH:28][cH:29][cH:30][cH:31][cH:32]2)[s:7][c:8]([C:10](=[O:11])[c:12]2[cH:13][cH:14][c:15]3[cH:16][c:17](-[c:21]4[cH:22][cH:23][cH:24][cH:25][cH:26]4)[nH:18][c:19]3[cH:20]2)[cH:9]1)[OH:33]. Reactants: CCCc1c(Cl)ncnc1CBr, CC(C)CCN, CC#N, [K+], [K+], O=C([O-])[O-]. Yields the product CCCc1c(Cl)ncnc1CNCCC(C)C. Reaction SMILES: [Br:1][CH2:2][c:3]1[n:4][cH:5][n:6][c:7]([Cl:12])[c:8]1[CH2:9][CH2:10][CH3:11].[CH2:13]([CH2:14][CH:15]([CH3:16])[CH3:17])[NH2:18].[CH3:25][C:26]#[N:27].[K+:19].[K+:20].[O-:21][C:22]([O-:23])=[O:24]>>[CH2:2]([c:3]1[n:4][cH:5][n:6][c:7]([Cl:12])[c:8]1[CH2:9][CH2:10][CH3:11])[NH:18][CH2:13][CH2:14][CH:15]([CH3:16])[CH3:17]. Reactants: CN1Cc2cc(Br)cnc2C1=O, O=C([O-])[O-], CC#N, [K+], [K+], CC(C)(C)OC(=O)NC1(C(=O)NC(Cc2ccc(B3OC(C)(C)C(C)(C)O3)cc2)C(N)=O)CCOCC1, O. The product is CN1Cc2cc(-c3ccc(CC(NC(=O)C4(NC(=O)OC(C)(C)C)CCOCC4)C(N)=O)cc3)cnc2C1=O. RXN SMILES: [Br:44][c:45]1[cH:46][c:47]2[c:48]([n:49][cH:50]1)[C:51](=[O:55])[N:52]([CH3:54])[CH2:53]2.[C:1](=[O:2])([O-:3])[O-:4].[CH3:57][C:58]#[N:59].[K+:5].[K+:6].[NH2:7][C:8]([CH:9]([CH2:10][c:11]1[cH:12][cH:13][c:14]([B:17]2[O:18][C:19]([CH3:20])([CH3:21])[C:22]([CH3:23])([CH3:24])[O:25]2)[cH:15][cH:16]1)[NH:26][C:27](=[O:28])[C:29]1([NH:35][C:36]([O:37][C:38]([CH3:39])([CH3:40])[CH3:41])=[O:42])[CH2:30][CH2:31][O:32][CH2:33][CH2:34]1)=[O:43].[OH2:56]>>[NH2:7][C:8]([CH:9]([CH2:10][c:11]1[cH:12][cH:13][c:14](-[c:45]2[cH:46][c:47]3[c:48]([n:49][cH:50]2)[C:51](=[O:55])[N:52]([CH3:54])[CH2:53]3)[cH:15][cH:16]1)[NH:26][C:27](=[O:28])[C:29]1([NH:35][C:36]([O:37][C:38]([CH3:39])([CH3:40])[CH3:41])=[O:42])[CH2:30][CH2:31][O:32][CH2:33][CH2:34]1)=[O:43]. Starting materials: ClC1=CC(=C2C(=N1)CCC2)Cl (2,4-dichloro-6,7-dihydro-5H-cyclopenta[b]pyridine), S1C=C(C=C1)B(O)O (thiophen-3-ylboronic acid). Product: ClC1=C2C(=NC(=C1)C1=CSC=C1)CCC2 (4-chloro-2-(thiophen-3-yl)-6,7-dihydro-5H-cyclopenta[b]pyridine). The yield is 70.0%. Reaction SMILES: Cl[C:2]1[N:7]=[C:6]2[CH2:8][CH2:9][CH2:10][C:5]2=[C:4]([Cl:11])[CH:3]=1.[S:12]1[CH:16]=[CH:15][C:14](B(O)O)=[CH:13]1>>[Cl:11][C:4]1[CH:3]=[C:2]([C:14]2[CH:15]=[CH:16][S:12][CH:13]=2)[N:7]=[C:6]2[CH2:8][CH2:9][CH2:10][C:5]=12. Procedure: Following general procedure F, 2,4-dichloro-6,7-dihydro-5H-cyclopenta[b]pyridine (0.150 g, 0.80 mmol) was reacted with thiophen-3-ylboronic acid (0.112 g, 0.88 mmol) to afford the title compound (0.132 g, 70%) as a white solid. MW=235.73. 1H NMR (CDCl3, 500 MHz) δ 7.88-7.82 (m, 1H), 7.61-7.56 (m, 1H), 7.40-7.34 (m, 1H), 3.11 (t, J=7.5 Hz, 2H), 3.00 (t, J=7.5 Hz, 2H), 2.16 (quin, J=7.5 Hz, 2H); APCI MS m/z 236 [M+H]+. Reactants: Brc1ccc(Br)nc1, NN, O, c1ccncc1. Yields the product NNc1ccc(Br)cn1. Reaction SMILES: [Br:4][c:5]1[n:6][cH:7][c:8]([Br:11])[cH:9][cH:10]1.[NH2:2][NH2:3].[OH2:1].[cH:12]1[cH:13][cH:14][n:15][cH:16][cH:17]1>>[NH:2]([NH2:3])[c:5]1[n:6][cH:7][c:8]([Br:11])[cH:9][cH:10]1. Starting materials: C(CCCCCCCCCCCCCCCCC)O (1-octadecanol), C(=O)(O)COC1=CC=C(C=C1)C1C(OC2=C1C=C(C=C2)C)=O (3-(4-carboxymethoxyphenyl)-5-methylbenzofuran-2-one), C(=O)(O)COC1=CC=C(C=C1)C1C(OC2=C1C=C(C=C2)C)=O (3-(4-carboxymethoxyphenyl)-5-methylbenzofuran-2-one), C1(=CC=C(C=C1)S(=O)(=O)O)C (p-toluenesulfonic acid), ice water. Solvent: ligroin. Reaction conditions: temperature 200 celsius, time 1 hour. Product: CC=1C=CC2=C(C(C(O2)=O)C2=CC=C(C=C2)OCC(=O)OCCCCCCCCCCCCCCCCCC)C1 (5-methyl-3-(4-n-octadecyloxycarbonylmethoxyphenyl)benzofuran-2-one). RXN SMILES: [CH2:1]([OH:19])[CH2:2][CH2:3][CH2:4][CH2:5][CH2:6][CH2:7][CH2:8][CH2:9][CH2:10][CH2:11][CH2:12][CH2:13][CH2:14][CH2:15][CH2:16][CH2:17][CH3:18].[C:20]([CH2:23][O:24][C:25]1[CH:30]=[CH:29][C:28]([CH:31]2[C:35]3[CH:36]=[C:37]([CH3:40])[CH:38]=[CH:39][C:34]=3[O:33][C:32]2=[O:41])=[CH:27][CH:26]=1)(O)=[O:21].C1(C)C=CC(S(O)(=O)=O)=CC=1>>[CH3:40][C:37]1[CH:38]=[CH:39][C:34]2[O:33][C:32](=[O:41])[CH:31]([C:28]3[CH:27]=[CH:26][C:25]([O:24][CH2:23][C:20]([O:19][CH2:1][CH2:2][CH2:3][CH2:4][CH2:5][CH2:6][CH2:7][CH2:8][CH2:9][CH2:10][CH2:11][CH2:12][CH2:13][CH2:14][CH2:15][CH2:16][CH2:17][CH3:18])=[O:21])=[CH:30][CH:29]=3)[C:35]=2[CH:36]=1. Reported procedure: A mixture of 5.0 g (18.5 mmol) of 1-octadecanol, 5.0 g (16.8 mmol) of 3-(4-carboxymethoxyphenyl)-5-methylbenzofuran-2-one (Compound (101), Example 1) and 1.0 g (5.3 mmol) of p-toluenesulfonic acid is stirred at 200° C. under a slight vacuum (150 mmHg) for about 1 hour. The reaction mixture is then diluted with 60 ml of ligroin and cooled with ice/water. The precipitated product is filtered. Crystallisation of the residue due from ligroin given 7.5 g (81%) of 5-methyl-3-(4-n-octadecyloxycarbonylm... The reactants are Cl (hydrochloric acid), ClC1=CC(=[N+](C=C1C)[O-])C (4-chloro-2,5-dimethyl-pyridine 1-oxide), C(=O)(OC(C)(C)C)N1CCC(CC1)N (Boc-4-aminopiperidine), C(C)(C)N(C(C)C)CC (N,N-diisopropyl ethyl amine), N (ammonia). Solvent: S1(=O)(=O)CCCC1 (sulfolane), CO (methanol). Reaction conditions: temperature 220 celsius, time 18 hour. Yields the product CC1=NC=C(C(=C1)N1CCC(CC1)N)C (2′,5′-Dimethyl-3,4,5,6-tetrahydro-2H-[1,4′]bipyridinyl-4-ylamine). Isolated yield 34.2%. As a reaction SMILES: Cl[C:2]1[C:7]([CH3:8])=[CH:6][N+:5]([O-])=[C:4]([CH3:10])[CH:3]=1.C([N:18]1[CH2:23][CH2:22][CH:21]([NH2:24])[CH2:20][CH2:19]1)(OC(C)(C)C)=O.C(N(CC)C(C)C)(C)C.Cl.N>S1(CCCC1)(=O)=O.CO>[CH3:10][C:4]1[CH:3]=[C:2]([N:18]2[CH2:23][CH2:22][CH:21]([NH2:24])[CH2:20][CH2:19]2)[C:7]([CH3:8])=[CH:6][N:5]=1. Procedure details: A mixture 4-chloro-2,5-dimethyl-pyridine 1-oxide (200 mg, 1.41 mmol), Boc-4-aminopiperidine (311 mg, 1.55 mmol) and N,N-diisopropyl ethyl amine (484 μL, 2.82 mmol) in sulfolane (1 mL) was heated to 160° C. for 30 minutes in a microwave oven followed by heating to 220° C. for 30 minutes. After the addition of aqueous hydrochloric acid (25% in water, 0.5 mL) the mixture was stirred for 18 h at ambient temperature. It was treated with ammonia in methanol and concentrated. Purification by chromatogr... Starting materials: Cl.C(C)(C)(C)N(C(O)=O)C1C(OC(C1)C)C (tert-butyl(2,5-dimethyltetrahydrofuran-3-yl)carbamate hydrochloride), Cl (HCl). The solvent is CCOCC (ether), CCOCC (ether). The product is Cl.CC1OC(CC1N)C (2,5-dimethyltetrahydrofuran-3-amine hydrochloride). Reaction SMILES: [ClH:1].C([N:6]([CH:10]1[CH2:14][CH:13]([CH3:15])[O:12][CH:11]1[CH3:16])C(=O)O)(C)(C)C.Cl>CCOCC>[ClH:1].[CH3:16][CH:11]1[CH:10]([NH2:6])[CH2:14][CH:13]([CH3:15])[O:12]1 |f:0.1,4.5|. Reported procedure: To a mixture of 2,5-dimethyldihydrofuran-3(2H)-one oxime (23 g, 0.175 mol) and Raney Ni (4 g) in THF/NH3.H2O (1:1, 200 mL) was stirred at 60° C. under 4 MPa for overnight. The mixture was cooled and filtered, the filtrate was concentrated to give 2,5-dimethyltetrahydrofuran-3-amine To a mixture of 2,5-dimethyltetrahydrofuran-3-amine and Et3N (53.2 g, 0.526 mol) in DCM (300 mL), (Boc)2O (42 g, 0.193 mol) was dissolved in DCM (100 mL) and dropwise added in the mixture at 0° C. After addition, the ... The reactants are C1(=CC=CC=C1)C#CCCN1CC(CC1)CC(=O)OC (methyl 1-(4-phenyl-3-butynyl)-3-pyrrolidineacetate), [OH-].[Na+] (sodium hydroxide). The solvent is CO (methanol). Product: C1(=CC=CC=C1)C#CCCN1CC(CC1)CC(=O)O (1-(4-phenyl-3-butynyl)-3-pyrrolidineacetic acid). RXN SMILES: [C:1]1([C:7]#[C:8][CH2:9][CH2:10][N:11]2[CH2:15][CH2:14][CH:13]([CH2:16][C:17]([O:19]C)=[O:18])[CH2:12]2)[CH:6]=[CH:5][CH:4]=[CH:3][CH:2]=1.[OH-].[Na+]>CO>[C:1]1([C:7]#[C:8][CH2:9][CH2:10][N:11]2[CH2:15][CH2:14][CH:13]([CH2:16][C:17]([OH:19])=[O:18])[CH2:12]2)[CH:2]=[CH:3][CH:4]=[CH:5][CH:6]=1 |f:1.2|. Procedure details: The ester (0.0126 mole) is hydrolyzed in 200 ml. of methanol and 25 ml. of 1.0 N sodium hydroxide (0.025 mole), treated with 13 ml. of 1.0 N hydrochloric acid, evaporated and the residue is recrystallized to give 1-(4-phenyl-3-butynyl)-3-pyrrolidineacetic acid.